From a dataset of the Open Reaction Database (ORD), a public repository of structured organic reaction records. describe an organic reaction: reactants, conditions, products, and yield Starting materials: C1COC2(CCC(CC2)=O)O1 (1,4-cyclohexanedione monoethyleneketal), N1=C(C=CC=C1)N1CCNCC1 (1-(2-pyridyl)piperazine), O (water). The reagents and catalysts are C1(=CC=C(C=C1)S(=O)(=O)O)C (p-toluenesulfonic acid). Solvent: solution, Cl (hydrochloric acid), CC(=O)C (acetone), C1(=CC=CC=C1)C (toluene). Reaction conditions: time 30 minute. The product is N1=C(C=CC=C1)N1CCN(CC1)C1CCC(CC1)=O (4-[4-(2-Pyridinyl)-1-piperazinyl]cyclohexanone). The yield is 63.2%. As a reaction SMILES: C1O[C:4]2([CH2:9][CH2:8][C:7](=[O:10])[CH2:6][CH2:5]2)OC1.[N:12]1[CH:17]=[CH:16][CH:15]=[CH:14][C:13]=1[N:18]1[CH2:23][CH2:22][NH:21][CH2:20][CH2:19]1.O>C1(C)C=CC=CC=1.Cl.CC(C)=O.C1(C)C=CC(S(O)(=O)=O)=CC=1>[N:12]1[CH:17]=[CH:16][CH:15]=[CH:14][C:13]=1[N:18]1[CH2:19][CH2:20][N:21]([CH:4]2[CH2:5][CH2:6][C:7](=[O:10])[CH2:8][CH2:9]2)[CH2:22][CH2:23]1. Procedure: A solution of 1,4-cyclohexanedione monoethyleneketal (50.0 g), 1-(2-pyridyl)piperazine (52.16 g), and p-toluenesulfonic acid (0.5 g) in 500 ml of toluene is refluxed with a Dean-Stark trap until the theoretical amount of water is collected (about four hours). The solvent is evaporated in vacuo and the residue is dissolved in 750 ml of methanol. This solution is cooled in an ice bath and sodium cyanoborohydride (30.1 g) is added in small portions over a two-minute period. The resulting suspension... The reactants are CC(C)(C)OC(=O)NC[C@H]1CC[C@H](CC1)C(=O)N1[C@@H](C[C@@H](C1)N1CCNCC1)C(=O)NC1=CC=C(C(=O)OC)C=C1 (methyl 4-({[(2S,4S)-1-({cis-4-[({[(2-methyl-2-propanyl)oxy]carbonyl}amino)methyl]cyclohexyl}carbonyl)-4-(1-piperazinyl)-2-pyrrolidinyl]carbonyl}amino)benzoate), [N-]=C=O.[K+] (potassium isocyanate), C([O-])(O)=O.[Na+] (sodium bicarbonate). Run in C(C)(=O)O (acetic acid), O (water). Reaction conditions: time 4 day. Product: C(C)(C)(C)OC(=O)NCC1CCC(CC1)C(=O)N1[C@@H](C[C@@H](C1)N1CCN(CC1)C(N)=O)C(=O)NC1=CC=C(C(=O)OC)C=C1 (methyl 4-[(2S,4S)-1-{[4-({[(tert-butoxy)carbonyl]amino}methyl)cyclohexyl]carbonyl}-4-(4-carbamoylpiperazin-1-yl)pyrrolidine-2-amido]benzoate). Isolated yield 33.5%. Reaction SMILES: [CH3:1][C:2]([O:5][C:6]([NH:8][CH2:9][C@@H:10]1[CH2:15][CH2:14][C@H:13]([C:16]([N:18]2[CH2:22][C@@H:21]([N:23]3[CH2:28][CH2:27][NH:26][CH2:25][CH2:24]3)[CH2:20][C@H:19]2[C:29]([NH:31][C:32]2[CH:41]=[CH:40][C:35]([C:36]([O:38][CH3:39])=[O:37])=[CH:34][CH:33]=2)=[O:30])=[O:17])[CH2:12][CH2:11]1)=[O:7])([CH3:4])[CH3:3].[N-:42]=[C:43]=[O:44].[K+].C(=O)(O)[O-].[Na+]>C(O)(=O)C.O>[C:2]([O:5][C:6]([NH:8][CH2:9][CH:10]1[CH2:15][CH2:14][CH:13]([C:16]([N:18]2[CH2:22][C@@H:21]([N:23]3[CH2:28][CH2:27][N:26]([C:43](=[O:44])[NH2:42])[CH2:25][CH2:24]3)[CH2:20][C@H:19]2[C:29]([NH:31][C:32]2[CH:33]=[CH:34][C:35]([C:36]([O:38][CH3:39])=[O:37])=[CH:40][CH:41]=2)=[O:30])=[O:17])[CH2:12][CH2:11]1)=[O:7])([CH3:1])([CH3:3])[CH3:4] |f:1.2,3.4|. Procedure: To a solution of the compound prepared in Example 50 (150 mg) in acetic acid (2 mL) and water (2 mL) was added potassium isocyanate (105 mg) and the mixture stirred at room temperature for 4 days. The reaction mixture was then treated with saturated aqueous sodium bicarbonate (10 mL) and extracted into dichloromethane (3×10 mL). The combined organic phases were washed with brine, dried and concentrated. Purification by flash chromatography (silica gel, 5-10% methanol/dichloromethane) gave methyl... Reactants: C(C)(=O)NN (acetohydrazide), N1=CC=CC=C1 (pyridine), BrC(C(=O)Cl)(Br)Br (tribromoacetic acid chloride). Run in C(C)#N (acetonitrile), C(C)#N (acetonitrile). Reaction conditions: time 30 minute. Yields the product C(C)(=O)N(N)C(C(Br)(Br)Br)=O (N-acetyl-N-tribromoacetylhydrazine). Yield: 47.6%. RXN SMILES: [C:1]([NH:4][NH2:5])(=[O:3])[CH3:2].N1C=CC=CC=1.[Br:12][C:13]([Br:18])([Br:17])[C:14](Cl)=[O:15]>C(#N)C>[C:1]([N:4]([C:14](=[O:15])[C:13]([Br:18])([Br:17])[Br:12])[NH2:5])(=[O:3])[CH3:2]. Procedure details: 4.68 g (0.063 mol) of acetohydrazide (2-a) and 5 g (0.063 mol) of pyridine were dissolved in 50 ml of acetonitrile, and stirred with cooling in an ice-bath. Thereto, a solution of 20 g (0.064 mol) of tribromoacetic acid chloride (which was prepared from tribromoacetic acid and thionyl chloride, and had b.p. of 800°-81° C./17 mm Hg) dissolved in 20 ml of acetonitrile was added dropwise. After the conclusion of the dropwise addition, the stirring ring was further continued for 30 min. Thereupon, a... The reactants are ClC1=NC=NC(=C1C=O)NC1=CC=C(C=C1)OC(F)(F)F (4-chloro-6-(4-trifluoromethoxy-phenylamino)-pyrimidine-5-carbaldehyde), C(=O)([O-])[O-].[Na+].[Na+] (Na2CO3), NN (hydrazine), C(C)(CC)O (sec-BuOH). Conditions: temperature 60 celsius, time 8 hour. Product: FC(OC1=CC=C(C=C1)NC1=C2C(=NC=N1)N(N=C2)CCO)(F)F (2-(4-(4-(trifluoromethoxy)phenylamino)-1H-pyrazolo[3,4-d]pyrimidin-1-yl)ethanol), FC(OC1=CC=C(C=C1)NC=1C=2C(N=CN1)=NN(C2)CCO)(F)F (2-(4-(4-(trifluoromethoxy)phenylamino)-2H-pyrazolo[3,4-d]pyrimidin-2-yl)ethanol). RXN SMILES: Cl[C:2]1[C:7]([CH:8]=O)=[C:6]([NH:10][C:11]2[CH:16]=[CH:15][C:14]([O:17][C:18]([F:21])([F:20])[F:19])=[CH:13][CH:12]=2)[N:5]=[CH:4][N:3]=1.C([O-])([O-])=O.[Na+].[Na+].[NH2:28][NH2:29].[CH:30]([OH:34])(CC)[CH3:31]>>[F:19][C:18]([F:21])([F:20])[O:17][C:14]1[CH:15]=[CH:16][C:11]([NH:10][C:6]2[N:5]=[CH:4][N:3]=[C:2]3[N:28]([CH2:31][CH2:30][OH:34])[N:29]=[CH:8][C:7]=23)=[CH:12][CH:13]=1.[F:19][C:18]([F:21])([F:20])[O:17][C:14]1[CH:15]=[CH:16][C:11]([NH:10][C:6]2[C:7]3[C:2](=[N:28][N:29]([CH2:31][CH2:30][OH:34])[CH:8]=3)[N:3]=[CH:4][N:5]=2)=[CH:12][CH:13]=1 |f:1.2.3|. Procedure: To solution of 4-chloro-6-(4-trifluoromethoxy-phenylamino)-pyrimidine-5-carbaldehyde (50 g, 0.15 mmol) in sec-BuOH was added Na2CO3 (30 mg, 0.26 mmol) and hydrazine (20 mg, 0.18 mmol). The reaction was stirred at 60° C. temperature for 8 hours. The reaction mixture was partitioned in 100 ml water and 100 ml ethyl acetate, extracted with ethyl acetate three times. The organic phase was combined and washed with brine, dried over Na2SO4. The crude product was purified by silica gel flash chromatogr... The reactants are FC1=C(C=CC=C1)N1S(NCC2=C1C=CC=C2)(=O)=O (1-(2-fluorophenyl)-3,4-dihydro-1H-2,1,3-benzothiadiazine 2,2-dioxide), C([O-])([O-])=O.[K+].[K+] (potassium carbonate), BrCC[C@H]1CO1 ((S)-(−)-4-Bromo-1,2-epoxybutane). Solvent: CC(=O)C (acetone), C(C)OCC (ethyl ether). Conditions: temperature 40 celsius, time 14 hour. Product: FC1=C(C=CC=C1)N1S(N(CC2=C1C=CC=C2)CC[C@@H]2OC2)(=O)=O (1-(2-fluorophenyl)-3-{2-[(2S)-oxiran-2-yl]ethyl}-3,4-dihydro-1H-2,1,3-benzothiadiazine 2,2-dioxide). The yield is 87.7%. Reaction SMILES: [F:1][C:2]1[CH:7]=[CH:6][CH:5]=[CH:4][C:3]=1[N:8]1[C:13]2[CH:14]=[CH:15][CH:16]=[CH:17][C:12]=2[CH2:11][NH:10][S:9]1(=[O:19])=[O:18].C(=O)([O-])[O-].[K+].[K+].Br[CH2:27][CH2:28][C@@H:29]1[O:31][CH2:30]1>CC(C)=O.C(OCC)C>[F:1][C:2]1[CH:7]=[CH:6][CH:5]=[CH:4][C:3]=1[N:8]1[C:13]2[CH:14]=[CH:15][CH:16]=[CH:17][C:12]=2[CH2:11][N:10]([CH2:27][CH2:28][C@H:29]2[CH2:30][O:31]2)[S:9]1(=[O:19])=[O:18] |f:1.2.3|. Reported procedure: A solution of 1-(2-fluorophenyl)-3,4-dihydro-1H-2,1,3-benzothiadiazine 2,2-dioxide (0.20 g, 0.72 mmol) in acetone (3 mL) was treated with potassium carbonate (0.11 g, 0.81 mmol), (S)-(−)-4-Bromo-1,2-epoxybutane (0.15 mL, 1.46 mmol) and was heated to 40° C. for two h then at room temperature for 14 h. The reaction mixture was diluted with ethyl ether (40 mL) and washed with 2 N sodium hydroxide (2×20 mL), the organic layer was isolated, dried with MgSO4 and evaporated. The crude reaction product ... Reactants: C(C)OC([C@@H](N)CC1=CN=C(N1CC1=C(C=CC=C1)Cl)CCCC)=O (2-n-butyl-3-(2-chlorophenyl)methylhistidine ethyl ester), C(C1=CC=CC=C1)=O (benzaldehyde), C(#N)[BH3-].[Na+] (sodium cyanoborohydride). The product is title compound, C(C)OC([C@@H](NCC1=CC=CC=C1)CC1=CN=C(N1CC1=C(C=CC=C1)Cl)CCCC)=O (3-[(2-chlorophenyl)methyl]-2-n-butyl-N-benzylhistidine ethyl ester). As a reaction SMILES: [CH2:1]([O:3][C:4](=[O:25])[C@H:5]([CH2:7][C:8]1[N:12]([CH2:13][C:14]2[CH:19]=[CH:18][CH:17]=[CH:16][C:15]=2[Cl:20])[C:11]([CH2:21][CH2:22][CH2:23][CH3:24])=[N:10][CH:9]=1)[NH2:6])[CH3:2].[CH:26](=O)[C:27]1[CH:32]=[CH:31][CH:30]=[CH:29][CH:28]=1.C([BH3-])#N.[Na+]>>[CH2:1]([O:3][C:4](=[O:25])[C@H:5]([CH2:7][C:8]1[N:12]([CH2:13][C:14]2[CH:19]=[CH:18][CH:17]=[CH:16][C:15]=2[Cl:20])[C:11]([CH2:21][CH2:22][CH2:23][CH3:24])=[N:10][CH:9]=1)[NH:6][CH2:26][C:27]1[CH:32]=[CH:31][CH:30]=[CH:29][CH:28]=1)[CH3:2] |f:2.3|. Procedure: The title compound is prepared by reductive alkylation of 2-n-butyl-3-(2-chlorophenyl)methylhistidine ethyl ester with benzaldehyde in the presence of sodium cyanoborohydride to give 3-[(2-chlorophenyl)methyl]-2-n-butyl-N-benzylhistidine ethyl ester. Hydrolysis of the ester group is accomplished according to Example 2 (iii) to provide the title compound.